From a dataset of the Open Reaction Database (ORD), a public repository of structured organic reaction records. describe an organic reaction: reactants, conditions, products, and yield Reactants: COC(=O)C1(C(C)(C)O)CCC(NC(=O)OC(C)(C)C)C1, CO, [Li+], C1CCOC1, [OH-], O, O. As a reaction SMILES: [C:1]([CH3:2])([CH3:3])([CH3:4])[O:5][C:6](=[O:7])[NH:8][CH:9]1[CH2:10][C:11]([C:14](=[O:15])[O:16][CH3:17])([C:18]([CH3:19])([CH3:20])[OH:21])[CH2:12][CH2:13]1.[CH3:22][OH:23].[Li+:27].[O:28]1[CH2:29][CH2:30][CH2:31][CH2:32]1.[OH-:26].[OH2:24].[OH2:25]>>[C:1]([CH3:2])([CH3:3])([CH3:4])[O:5][C:6](=[O:7])[NH:8][CH:9]1[CH2:10][C:11]([C:14](=[O:15])[OH:16])([C:18]([CH3:19])([CH3:20])[OH:21])[CH2:12][CH2:13]1. The product is CC(C)(C)OC(=O)NC1CCC(C(=O)O)(C(C)(C)O)C1. The reactants are COC(CC1CCC(CC1)C1=CC=C(C=C1)C1=NC=C(C=C1)N)=O ({4-[4-(5-Amino-pyridin-2-yl)-phenyl]-cyclohexyl}-acetic acid methyl ester), ClC=1OC2=C(N1)C=CC=C2 (2-chlorobenzoxazole), Cl (HCl). The solvent is CC(C)(C)O.COCCOC (t-BuOH DME), O1CCOCC1 (dioxane), C(C)(=O)OCC (ethyl acetate). Conditions: temperature 120 celsius. Yields the product COC(CC1CCC(CC1)C1=CC=C(C=C1)C1=NC=C(C=C1)NC=1OC2=C(N1)C=CC=C2)=O ((4-{4-[5-(Benzooxazol-2-ylamino)-pyridin-2-yl]-phenyl}-cyclohexyl)-acetic acid methyl ester). Reaction SMILES: [CH3:1][O:2][C:3](=[O:24])[CH2:4][CH:5]1[CH2:10][CH2:9][CH:8]([C:11]2[CH:16]=[CH:15][C:14]([C:17]3[CH:22]=[CH:21][C:20]([NH2:23])=[CH:19][N:18]=3)=[CH:13][CH:12]=2)[CH2:7][CH2:6]1.Cl[C:26]1[O:27][C:28]2[CH:34]=[CH:33][CH:32]=[CH:31][C:29]=2[N:30]=1.Cl>CC(O)(C)C.COCCOC.O1CCOCC1.C(OCC)(=O)C>[CH3:1][O:2][C:3](=[O:24])[CH2:4][CH:5]1[CH2:10][CH2:9][CH:8]([C:11]2[CH:16]=[CH:15][C:14]([C:17]3[CH:22]=[CH:21][C:20]([NH:23][C:26]4[O:27][C:28]5[CH:34]=[CH:33][CH:32]=[CH:31][C:29]=5[N:30]=4)=[CH:19][N:18]=3)=[CH:13][CH:12]=2)[CH2:7][CH2:6]1 |f:3.4|. Procedure: 65 mg of {4-[4-(5-Amino-pyridin-2-yl)-phenyl]-cyclohexyl}-acetic acid methyl ester and 0.3 Ml of 2-chlorobenzoxazole were dissolved in 1.5 Ml of t-BuOH/DME (1:1) in a 5 Ml microwave tube with a stirring bar. 0.1 Ml of 4N-HCl in dioxane was added and the reaction vessel was sealed and heated at 120° C. for 2 hours by microwave. The reaction was diluted with ethyl acetate and the resulting precipitates were filtered and washed with ethyl acetate. The filter cake was dried by air in the suction fun... Starting materials: Cl (HCl), [Na] (sodium), N#N (N2), C(C)OC(=O)C=1C(=NC(=NC1)SC)N(C=1C=C2CCCC2=CC1)CCC(=O)OCC (4-[(2-ethoxycarbonyl-ethyl)-indan-5-yl-amino]-2-methylsulfanyl-pyrimidine-5-carboxylic acid ethyl ester), CC(C)([O-])C.[Na+] (sodium t-butoxide). Run in C(C)(C)(C)O (t-butanol), C1(=CC=CC=C1)C (toluene). Reaction conditions: temperature 90 celsius, time 10 minute. Product: C(C)OC(=O)C1C(C2=C(N=C(N=C2)SC)N(C1)C=1C=C2CCCC2=CC1)=O (8-Indan-5-yl-2-methylsulfanyl-5-oxo-5,6,7,8-tetrahydro-pyrido[2,3-d]pyrimidine-6-carboxylic acid ethyl ester). Reaction SMILES: [Na].N#N.C(O[C:7]([C:9]1[C:10]([N:17]([CH2:27][CH2:28][C:29]([O:31][CH2:32][CH3:33])=[O:30])[C:18]2[CH:19]=[C:20]3[C:24](=[CH:25][CH:26]=2)[CH2:23][CH2:22][CH2:21]3)=[N:11][C:12]([S:15][CH3:16])=[N:13][CH:14]=1)=[O:8])C.CC(C)([O-])C.[Na+].Cl>C1(C)C=CC=CC=1.C(O)(C)(C)C>[CH2:32]([O:31][C:29]([CH:28]1[CH2:27][N:17]([C:18]2[CH:19]=[C:20]3[C:24](=[CH:25][CH:26]=2)[CH2:23][CH2:22][CH2:21]3)[C:10]2[N:11]=[C:12]([S:15][CH3:16])[N:13]=[CH:14][C:9]=2[C:7]1=[O:8])=[O:30])[CH3:33] |f:3.4,^1:0|. Procedure details: To sodium (25 wt % dispersion in paraffin wax, 1.6 g, 16.9 mmol) was added t-butanol (30 mL) under stirring and N2. After 10 minutes, a solution of 4-[(2-ethoxycarbonyl-ethyl)-indan-5-yl-amino]-2-methylsulfanyl-pyrimidine-5-carboxylic acid ethyl ester (6.6 g, 15.4 mmol) in 40 mL of toluene was added to the sodium t-butoxide solution. The mixture was then heated at 90° C. for 30 minutes. The solution was cooled and poured into crushed ice. The solution was adjusted to pH 7 using HCl solution. The... Starting materials: COC(N(C)C)OC (dimethylformamide dimethyl acetal), CC(=O)C(OC)OC (pyruvic aldehyde dimethyl acetal), [O-]CC.[Na+] (sodium ethoxide), Cl.CNC(=N)N (methyl guanidine HCl). As a reaction SMILES: [CH3:1][O:2][CH:3]([O:7][CH3:8])N(C)C.[CH3:9][C:10]([CH:12](OC)OC)=O.[O-]CC.[Na+].Cl.[CH3:22][NH:23][C:24]([NH2:26])=[NH:25]>C(O)C>[CH3:8][O:7][CH:3]([O:2][CH3:1])[C:12]1[CH:10]=[CH:9][N:26]=[C:24]([NH:23][CH3:22])[N:25]=1 |f:2.3,4.5|. The product is COC(C1=NC(=NC=C1)NC)OC (2-methylaminopyrimidine-4-carboxaldehyde dimethyl acetal). Conditions: time 10 minute. Solvent: C(C)O (ethanol). Procedure: A solution of 5.5 mL (41 mmol, 1.0 eq.) of dimethylformamide dimethyl acetal and 5.0 mL (41 mmol, 1.0 eq.) of pyruvic aldehyde dimethyl acetal was heated at 100° C. for 16 h. Methanol was removed in vacuo to afford a brown oil. To a solution of 15 mL of sodium ethoxide (21% in ethanol, 41 mmol, 1.0 eq.) was added 4.5 g (41 mmol, 1.0 eq.) of methyl guanidine HCl. The mixture was stirred for 10 min before a solution of the above described oil in 15 mL anhydrous ethanol was added. The mixture was h... The reactants are ClC1=CC=C2C(=CNC2=C1)C(=O)N1CCC2(CC1)OC(C1=C2C=CC=C1)=O (1′-[(6-chloro-1H-indol-3-yl)carbonyl]-3H-spiro[2-benzofuran-1,4′-piperidin]-3-one), FC=1C=C(CCl)C=C(C1)F (3,5-difluorobenzyl chloride). Product: ClC1=CC=C2C(=CN(C2=C1)CC1=CC(=CC(=C1)F)F)C(=O)N1CCC2(CC1)OC(C1=C2C=CC=C1)=O (1′-{[6-Chloro-1-(3,5-difluorobenzyl)-1H-indol-3-yl]carbonyl}-3H-spiro[2-benzofuran-1,4′-piperidin]-3-one). Reaction SMILES: [Cl:1][C:2]1[CH:10]=[C:9]2[C:5]([C:6]([C:11]([N:13]3[CH2:18][CH2:17][C:16]4([C:22]5[CH:23]=[CH:24][CH:25]=[CH:26][C:21]=5[C:20](=[O:27])[O:19]4)[CH2:15][CH2:14]3)=[O:12])=[CH:7][NH:8]2)=[CH:4][CH:3]=1.[F:28][C:29]1[CH:30]=[C:31]([CH:34]=[C:35]([F:37])[CH:36]=1)[CH2:32]Cl>>[Cl:1][C:2]1[CH:10]=[C:9]2[C:5]([C:6]([C:11]([N:13]3[CH2:18][CH2:17][C:16]4([C:22]5[CH:23]=[CH:24][CH:25]=[CH:26][C:21]=5[C:20](=[O:27])[O:19]4)[CH2:15][CH2:14]3)=[O:12])=[CH:7][N:8]2[CH2:32][C:31]2[CH:30]=[C:29]([F:28])[CH:36]=[C:35]([F:37])[CH:34]=2)=[CH:4][CH:3]=1. Reported procedure: Following the general procedure III as described above, the acylation of 1′-[(6-chloro-1H-indol-3-yl)carbonyl]-3H-spiro[2-benzofuran-1,4′-piperidin]-3-one (prepared according to example 16 above) with commercially available 3,5-difluorobenzyl chloride gave the title compound. ES-MS m/e (%): 507.4 (M+H+). Starting materials: ClC=1C2=C(N=C(N1)N1CCOCC1)N(CC2)C2=CC=NC=C2 (4-chloro-2-morpholin-4-yl-7-pyridin-4-yl-6,7-dihydro-5H-pyrrolo[2,3-d]pyrimidine), CC1(OB(OC1(C)C)C1=CC=C(C#N)C=C1)C (4-(4,4,5,5-tetramethyl-1,3,2-dioxaborolan-2-yl)benzonitrile), B(O)O (boronic acid). Yields the product N1(CCOCC1)C=1N=C(C2=C(N1)N(CC2)C2=CC=NC=C2)C2=CC=C(C#N)C=C2 (4-(2-morpholin-4-yl-7-pyridin-4-yl-6,7-dihydro-5H-pyrrolo[2,3-d]pyrimidin-4-yl)-benzonitrile). Reaction SMILES: Cl[C:2]1[C:3]2[CH2:16][CH2:15][N:14]([C:17]3[CH:22]=[CH:21][N:20]=[CH:19][CH:18]=3)[C:4]=2[N:5]=[C:6]([N:8]2[CH2:13][CH2:12][O:11][CH2:10][CH2:9]2)[N:7]=1.CC1(C)C(C)(C)OB([C:31]2[CH:38]=[CH:37][C:34]([C:35]#[N:36])=[CH:33][CH:32]=2)O1.B(O)O>>[N:8]1([C:6]2[N:7]=[C:2]([C:31]3[CH:38]=[CH:37][C:34]([C:35]#[N:36])=[CH:33][CH:32]=3)[C:3]3[CH2:16][CH2:15][N:14]([C:17]4[CH:22]=[CH:21][N:20]=[CH:19][CH:18]=4)[C:4]=3[N:5]=2)[CH2:13][CH2:12][O:11][CH2:10][CH2:9]1. Procedure: In the same manner as Example 1-B-10, using 4-chloro-2-morpholin-4-yl-7-pyridin-4-yl-6,7-dihydro-5H-pyrrolo[2,3-d]pyrimidine, and 4-(4,4,5,5-tetramethyl-1,3,2-dioxaborolan-2-yl)benzonitrile as a boronic acid, 4-(2-morpholin-4-yl-7-pyridin-4-yl-6,7-dihydro-5H-pyrrolo[2,3-d]pyrimidin-4-yl)-benzonitrile was obtained, and subsequently 1 equivalent of 1M hydrochloric acid was added, followed by stirring at room temperature, which was concentrated under reduced pressure, to obtain the desired compound...